From a dataset of the Open Reaction Database (ORD), a public repository of structured organic reaction records. describe an organic reaction: reactants, conditions, products, and yield Starting materials: Cc1ccc(CN=[N+]=[N-])c(C#N)n1, C1CCOC1, c1ccc(P(c2ccccc2)c2ccccc2)cc1. Yields the product Cc1ccc2c(n1)C(N)=NC2. RXN SMILES: [N:20](=[N+:21]=[N-:22])[CH2:23][c:24]1[c:25]([C:31]#[N:32])[n:26][c:27]([CH3:30])[cH:28][cH:29]1.[O:33]1[CH2:34][CH2:35][CH2:36][CH2:37]1.[c:1]1([P:2]([c:3]2[cH:4][cH:5][cH:6][cH:7][cH:8]2)[c:9]2[cH:10][cH:11][cH:12][cH:13][cH:14]2)[cH:15][cH:16][cH:17][cH:18][cH:19]1>>[N:20]1=[C:31]([NH2:32])[c:25]2[c:24]([cH:29][cH:28][c:27]([CH3:30])[n:26]2)[CH2:23]1.